Dataset: the Open Reaction Database (ORD), a public repository of structured organic reaction records. Task: describe an organic reaction: reactants, conditions, products, and yield The reactants are BrC=1C=NN(C1C=1C(N(C(N(C1C)C1=CC(=CC=C1)C(F)(F)F)=O)C)=O)C1=CC=C(C#N)C=C1 (4-(4-bromo-5-(3,6-dimethyl-2,4-dioxo-1-(3-(trifluoromethyl)phenyl)-1,2,3,4-tetrahydropyrimidin-5-yl)-1H-pyrazol-1-yl)benzonitrile), C(CCC)[Sn](C(=C)OCC)(CCCC)CCCC (tributyl(1-ethoxyvinyl)tin), C(C)(=O)OCC (ethyl acetate), Cl (hydrochloric acid), C(C)(=O)OCC (ethyl acetate). The reagents and catalysts are C=1C=CC(=CC1)[P](C=2C=CC=CC2)(C=3C=CC=CC3)[Pd]([P](C=4C=CC=CC4)(C=5C=CC=CC5)C=6C=CC=CC6)([P](C=7C=CC=CC7)(C=8C=CC=CC8)C=9C=CC=CC9)[P](C=1C=CC=CC1)(C=1C=CC=CC1)C=1C=CC=CC1 (tetrakis(triphenylphosphine)palladium). Run in O1CCOCC1 (1,4-dioxane). Conditions: temperature 120 celsius, time 1 hour. The product is C(C)(=O)C=1C=NN(C1C=1C(N(C(N(C1C)C1=CC(=CC=C1)C(F)(F)F)=O)C)=O)C1=CC=C(C#N)C=C1 (4-(4-acetyl-5-(3,6-dimethyl-2,4-dioxo-1-(3-(trifluoromethyl)phenyl)-1,2,3,4-tetrahydropyrimidin-5-yl)-1H-pyrazol-1-yl)benzonitrile). Reaction SMILES: Br[C:2]1[CH:3]=[N:4][N:5]([C:27]2[CH:34]=[CH:33][C:30]([C:31]#[N:32])=[CH:29][CH:28]=2)[C:6]=1[C:7]1[C:8](=[O:26])[N:9]([CH3:25])[C:10](=[O:24])[N:11]([C:14]2[CH:19]=[CH:18][CH:17]=[C:16]([C:20]([F:23])([F:22])[F:21])[CH:15]=2)[C:12]=1[CH3:13].C([Sn](CCCC)(CCCC)[C:40]([O:42]CC)=[CH2:41])CCC.Cl.C(OCC)(=O)C>O1CCOCC1.C1C=CC([P]([Pd]([P](C2C=CC=CC=2)(C2C=CC=CC=2)C2C=CC=CC=2)([P](C2C=CC=CC=2)(C2C=CC=CC=2)C2C=CC=CC=2)[P](C2C=CC=CC=2)(C2C=CC=CC=2)C2C=CC=CC=2)(C2C=CC=CC=2)C2C=CC=CC=2)=CC=1>[C:40]([C:2]1[CH:3]=[N:4][N:5]([C:27]2[CH:34]=[CH:33][C:30]([C:31]#[N:32])=[CH:29][CH:28]=2)[C:6]=1[C:7]1[C:8](=[O:26])[N:9]([CH3:25])[C:10](=[O:24])[N:11]([C:14]2[CH:19]=[CH:18][CH:17]=[C:16]([C:20]([F:23])([F:22])[F:21])[CH:15]=2)[C:12]=1[CH3:13])(=[O:42])[CH3:41] |^1:69,71,90,109|. Reported procedure: To a solution of 4-(4-bromo-5-(3,6-dimethyl-2,4-dioxo-1-(3-(trifluoromethyl)phenyl)-1,2,3,4-tetrahydropyrimidin-5-yl)-1H-pyrazol-1-yl)benzonitrile (prepared in Example 93) (54.6 mg) in 1,4-dioxane (1.0 ml) were added tetrakis(triphenylphosphine)palladium (23.8 mg) and tributyl(1-ethoxyvinyl)tin (103.4 μl) and the resulting mixture was stirred for one hour with heating in microwave instrument (120° C.). To the reaction mixture were then added 1M hydrochloric acid (1 mL) and ethyl acetate (2 ml) a... The reactants are [H-].[Na+] (sodium hydride), ClCC=1SC=CC1 (2-chloromethyl-thiophene), ClC1=C(C=CC(=C1)Cl)C(CN1C=NC=C1)O (1-(2,4-dichloro-phenyl)-2-(1-imidazolyl) ethanol). Solvent: O1CCCC1 (tetrahydrofuran), O1CCCC1 (tetrahydrofuran), O1CCCC1 (tetrahydrofuran). Conditions: temperature 70 celsius, time 8 hour. The product is Cl.ClC1=C(C(CN2C=NC=C2)OCC=2SC=CC2)C=CC(=C1)Cl (1-[2,4-dichloro-β-(2-thienylmethoxy)phenethyl]imidazole hydrochloride). Yield: 55.7%. RXN SMILES: [Cl:1][C:2]1[CH:7]=[C:6]([Cl:8])[CH:5]=[CH:4][C:3]=1[CH:9]([OH:16])[CH2:10][N:11]1[CH:15]=[CH:14][N:13]=[CH:12]1.[H-].[Na+].Cl[CH2:20][C:21]1[S:22][CH:23]=[CH:24][CH:25]=1>O1CCCC1>[ClH:1].[Cl:1][C:2]1[CH:7]=[C:6]([Cl:8])[CH:5]=[CH:4][C:3]=1[CH:9]([O:16][CH2:20][C:21]1[S:22][CH:23]=[CH:24][CH:25]=1)[CH2:10][N:11]1[CH:15]=[CH:14][N:13]=[CH:12]1 |f:1.2,5.6|. Reported procedure: A solution of 1-(2,4-dichloro-phenyl)-2-(1-imidazolyl) ethanol (1.5 g, 5.8mmole) dissolved in dry tetrahydrofuran (10 ml) was added to a stirred suspension of sodium hydride (0.39 g, as 80% dispersion in oil, 16 mmole) in dry tetrahydrofuran (10 ml) and warmed to 70° C for 90 minutes. The mixture was cooled in ice and a solution of 2-chloromethyl-thiophene (1.16 g, 8.8 mmole) in dry tetrahydrofuran was added. The mixture was heated at 70° for 3 hours and allowed to stir at room temperature overn... Starting materials: O=C([O-])[O-], COc1ccccc1N1CCNCC1, Cc1ccc(-c2ccc3c(c2)C=C(C(=O)Nc2ccc(CCl)cc2)CC3)cc1, [K+], [K+], CN(C)C=O, O. The product is COc1ccccc1N1CCN(Cc2ccc(NC(=O)C3=Cc4cc(-c5ccc(C)cc5)ccc4CC3)cc2)CC1. As a reaction SMILES: [C:43](=[O:44])([O-:45])[O-:46].[CH3:29][O:30][c:31]1[c:32]([N:37]2[CH2:38][CH2:39][NH:40][CH2:41][CH2:42]2)[cH:33][cH:34][cH:35][cH:36]1.[Cl:1][CH2:2][c:3]1[cH:4][cH:5][c:6]([NH:9][C:10](=[O:11])[C:12]2=[CH:13][c:14]3[cH:15][c:16](-[c:22]4[cH:23][cH:24][c:25]([CH3:28])[cH:26][cH:27]4)[cH:17][cH:18][c:19]3[CH2:20][CH2:21]2)[cH:7][cH:8]1.[K+:47].[K+:48].[O:50]=[CH:51][N:52]([CH3:53])[CH3:54].[OH2:49]>>[CH2:2]([c:3]1[cH:4][cH:5][c:6]([NH:9][C:10](=[O:11])[C:12]2=[CH:13][c:14]3[cH:15][c:16](-[c:22]4[cH:23][cH:24][c:25]([CH3:28])[cH:26][cH:27]4)[cH:17][cH:18][c:19]3[CH2:20][CH2:21]2)[cH:7][cH:8]1)[N:40]1[CH2:39][CH2:38][N:37]([c:32]2[c:31]([O:30][CH3:29])[cH:36][cH:35][cH:34][cH:33]2)[CH2:42][CH2:41]1.